This data is from the Open Reaction Database (ORD), a public repository of structured organic reaction records. The task is: describe an organic reaction: reactants, conditions, products, and yield Reactants: ClC=1C=CN2C(C(=CC(=C2C1C)C1CC1)C(=O)OC)=O (methyl 8-chloro-1-cyclopropyl-9-methyl-4-oxo-4H-quinolizine-3-carboxylate), OC=1C=C(C=CC1)B(O)O ((3-hydroxyphenyl)-boronic acid). The product is OC=1C=C(C=CC1)C=1C=CN2C(C(=CC(=C2C1C)C1CC1)C(=O)OC)=O (methyl 8-(3-hydroxyphenyl)-1-cyclopropyl-9-methyl-4-oxo-4H-quinolizine-3-carboxylate). RXN SMILES: Cl[C:2]1[CH:3]=[CH:4][N:5]2[C:10]([C:11]=1[CH3:12])=[C:9]([CH:13]1[CH2:15][CH2:14]1)[CH:8]=[C:7]([C:16]([O:18][CH3:19])=[O:17])[C:6]2=[O:20].[OH:21][C:22]1[CH:23]=[C:24](B(O)O)[CH:25]=[CH:26][CH:27]=1>>[OH:21][C:22]1[CH:27]=[C:26]([C:2]2[CH:3]=[CH:4][N:5]3[C:10]([C:11]=2[CH3:12])=[C:9]([CH:13]2[CH2:15][CH2:14]2)[CH:8]=[C:7]([C:16]([O:18][CH3:19])=[O:17])[C:6]3=[O:20])[CH:25]=[CH:24][CH:23]=1. Reported procedure: Methyl 8-(3-hydroxyphenyl)-1-cyclopropyl-9-methyl-4-oxo-4H-quinolizine-3-carboxylate was prepared according to General Procedure A from methyl 8-chloro-1-cyclopropyl-9-methyl-4-oxo-4H-quinolizine-3-carboxylate (100 mg, 0.34 mmol) and (3-hydroxyphenyl)-boronic acid (56.6 mg, 0.41 mmol). Purification by flash silica column chromatography (DCM:MeOH) (1:0 to 9:1) afforded quantitatively the title compound as a yellow solid. Starting materials: ClC=1N=NC(=CC1)N1C(=NC=C1)C (3-chloro-6-(2-methyl-imidazol-1-yl)-pyridazine), O.NN (hydrazine hydrate). The product is N(N)C=1N=NC(=CC1)N1C(=NC=C1)C (3-Hydrazino-6-(2-methyl-imidazol-1-yl)-pyridazine). Reaction SMILES: Cl[C:2]1[N:3]=[N:4][C:5]([N:8]2[CH:12]=[CH:11][N:10]=[C:9]2[CH3:13])=[CH:6][CH:7]=1.O.[NH2:15][NH2:16]>>[NH:15]([C:2]1[N:3]=[N:4][C:5]([N:8]2[CH:12]=[CH:11][N:10]=[C:9]2[CH3:13])=[CH:6][CH:7]=1)[NH2:16] |f:1.2|. Procedure: 6.7 g (35 millimoles) of 3-chloro-6-(2-methyl-imidazol-1-yl)-pyridazine are taken up in 30 ml of hydrazine hydrate and the mixture is heated for 5-10 hours at 100°-130° C. under nitrogen as a protective gas; the reaction mixture becomes homogeneous in the course of the first few hours. When the mixture has cooled, the crude product which has precipitated is filtered off. It is also possible to pour the reaction mixture into ice water and extract the mixture repeatedly with methylene chloride. Co... Starting materials: C(C)OC(CC1NC2=CC=CC=C2N(C1=O)C)=O (4-Methyl-3-oxo-1,2,3,4-tetrahydro-quinoxalin-2-yl-acetic acid ethyl ester), O.[OH-].[Li+] (Lithium hydroxide monohydrate). Solvent: C1CCOC1.O (THF H2O). Conditions: temperature 0 celsius, time 6 hour. Yields the product CN1C(C(NC2=CC=CC=C12)CC(=O)[O-])=O.[Li+] (lithium [(4-methyl-3-oxo-1,2,3,4-tetrahydro-quinoxalin-2-yl)]-acetate). As a reaction SMILES: C([O:3][C:4](=[O:18])[CH2:5][CH:6]1[C:15](=[O:16])[N:14]([CH3:17])[C:13]2[C:8](=[CH:9][CH:10]=[CH:11][CH:12]=2)[NH:7]1)C.O.[OH-].[Li+:21]>C1COCC1.O>[CH3:17][N:14]1[C:13]2[C:8](=[CH:9][CH:10]=[CH:11][CH:12]=2)[NH:7][CH:6]([CH2:5][C:4]([O-:18])=[O:3])[C:15]1=[O:16].[Li+:21] |f:1.2.3,4.5,6.7|. Reported procedure: 4-Methyl-3-oxo-1,2,3,4-tetrahydro-quinoxalin-2-yl-acetic acid ethyl ester (1.05 g, 4.23 mmol) was dissolved in a mixed solvent THF/H2O (1:1, 39 mL) and cooled to 0° C. in an ice-bath. Lithium hydroxide monohydrate (174 mg, 4.15 mmol) was then added and the resulting mixture was stirred at 0° C. for 6 h (monitored by TLC). Solvent was removed under reduced pressure and the residue was triturated with EtOAc to give the title compound as a gray solid: 1H NMR (D2O) δ=7.03–6.79 (m, 4H), 4.06 (dd, 1H,... Starting materials: N (ammonia), C(C1=CC=CC=C1)(=O)O (benzoic acid), [BH4-].[Na+] (NaBH4), C(C1=CC=CC=C1)NC=1C2=C(SC1C1=CC=CC=C1)C=CC=C2 (3-benzylamino-2-phenyl-benzo(b)thiophene). Run in C1=CC=CC=C1 (benzene), O (water). Yields the product C(C1=CC=CC=C1)N(C=1C2=C(SC1C1=CC=CC=C1)C=CC=C2)CC2=CC=CC=C2 (3-dibenzylamino-2-phenyl-benzo(b)thiophene). Yield: 62.9%. As a reaction SMILES: [C:1](O)(=O)[C:2]1[CH:7]=[CH:6][CH:5]=[CH:4][CH:3]=1.[BH4-].[Na+].[CH2:12]([NH:19][C:20]1[C:21]2[CH:34]=[CH:33][CH:32]=[CH:31][C:22]=2[S:23][C:24]=1[C:25]1[CH:30]=[CH:29][CH:28]=[CH:27][CH:26]=1)[C:13]1[CH:18]=[CH:17][CH:16]=[CH:15][CH:14]=1.N>O.C1C=CC=CC=1>[CH2:1]([N:19]([CH2:12][C:13]1[CH:14]=[CH:15][CH:16]=[CH:17][CH:18]=1)[C:20]1[C:21]2[CH:34]=[CH:33][CH:32]=[CH:31][C:22]=2[S:23][C:24]=1[C:25]1[CH:26]=[CH:27][CH:28]=[CH:29][CH:30]=1)[C:2]1[CH:7]=[CH:6][CH:5]=[CH:4][CH:3]=1 |f:1.2|. Reported procedure: 40.2 g (0.33 mol) of benzoic acid are added to 100 milliliters of absolute benzene and, by cooling and stirring, 3.78 g (0.1 mol) of NaBH4 are added in portions sufficiently slowly for the temperature not to exceed 20° C. After the addition of 6.3 g (20 mmol) of 3-benzylamino-2-phenyl-benzo(b)thiophene the mixture is refluxed for 60 minutes. The still hot reaction mixture has added to it by stirring half a liter of water and is neutralised by ammonia. By evaporating the organic phase dried over ... The reactants are C(C1=CC=CC=C1)OC(N[C@@H]1[C@H](C[C@@H](CC1)NC(=O)OC(C)(C)C)C=C)=O ((1S,2R,4R)-[4-tert-butoxycarbonylamino-2-(vinyl)-cyclohexyl]-carbamic acid benzyl ester), C1CCOC1 (THF), B1C2CCCC1CCC2 (9-BBN), solution, C1CCOC1 (THF), resultant solution. Conditions: time 20 hour. The product is C(C1=CC=CC=C1)OC(N[C@@H]1[C@H](C[C@@H](CC1)NC(=O)OC(C)(C)C)CCO)=O ((1S,2R,4R)-[4-tert-butoxycarbonylamino-2-(hydroxyethyl)-cyclohexyl]-carbamic acid benzyl ester). Reaction SMILES: [CH2:1]([O:8][C:9](=[O:27])[NH:10][C@H:11]1[CH2:16][CH2:15][C@@H:14]([NH:17][C:18]([O:20][C:21]([CH3:24])([CH3:23])[CH3:22])=[O:19])[CH2:13][C@@H:12]1[CH:25]=[CH2:26])[C:2]1[CH:7]=[CH:6][CH:5]=[CH:4][CH:3]=1.B1C2CCCC1CCC2.C1C[O:40]CC1>>[CH2:1]([O:8][C:9](=[O:27])[NH:10][C@H:11]1[CH2:16][CH2:15][C@@H:14]([NH:17][C:18]([O:20][C:21]([CH3:22])([CH3:23])[CH3:24])=[O:19])[CH2:13][C@@H:12]1[CH2:25][CH2:26][OH:40])[C:2]1[CH:7]=[CH:6][CH:5]=[CH:4][CH:3]=1. Reported procedure: The compound [(1S,2R,4R)-[4-tert-butoxycarbonylamino-2-(vinyl)-cyclohexyl]-carbamic acid benzyl ester (0.82 g, 2.2 mmol) was dissolved in THF (15 mL). The resultant solution was cooled to 0° C. and charged with 9-BBN (11 mL of a 0.5 M solution in THF). The mixture was stirred for 20 h at RT and then quenched sequentially with aqueous sodium acetate (0.6 g in 1.5 mL water) and 30% hydrogen peroxide (1.5 mL). This was stirred at RT for 14 h and partitioned between EtOAc and sat. NaHCO3. The aqueou... Starting materials: COC1=CC=C(C=C1)C1=C(C2=CC=C(C=C2CC1)OC)C(=O)C1=CC=C(C=C1)OCCN1CCCCC1 ([2-(4-methoxyphenyl)-3,4-dihydro-6-methoxynaphth-1-yl][4-(1-piperidinyl-2-ethoxy) phenyl] methanone), [H-].[H-].[H-].[H-].[Li+].[Al+3] (LiAlH4). Solvent: C1CCOC1 (THF). The product is COC1=CC=C(C=C1)C1=C(C2=CC=C(C=C2CC1)OC)C(O)C1=CC=C(C=C1)OCCN1CCCCC1 ([2-(4-Methoxyphenyl)-3,4-dihydro-6-methoxylnaphth-1-yl][4-(1-piperidinyl-2-ethoxy)phenyl]carbinol). Reaction SMILES: [CH3:1][O:2][C:3]1[CH:8]=[CH:7][C:6]([C:9]2[CH2:18][CH2:17][C:16]3[C:11](=[CH:12][CH:13]=[C:14]([O:19][CH3:20])[CH:15]=3)[C:10]=2[C:21]([C:23]2[CH:28]=[CH:27][C:26]([O:29][CH2:30][CH2:31][N:32]3[CH2:37][CH2:36][CH2:35][CH2:34][CH2:33]3)=[CH:25][CH:24]=2)=[O:22])=[CH:5][CH:4]=1.[H-].[H-].[H-].[H-].[Li+].[Al+3]>C1COCC1>[CH3:1][O:2][C:3]1[CH:4]=[CH:5][C:6]([C:9]2[CH2:18][CH2:17][C:16]3[C:11](=[CH:12][CH:13]=[C:14]([O:19][CH3:20])[CH:15]=3)[C:10]=2[CH:21]([C:23]2[CH:24]=[CH:25][C:26]([O:29][CH2:30][CH2:31][N:32]3[CH2:37][CH2:36][CH2:35][CH2:34][CH2:33]3)=[CH:27][CH:28]=2)[OH:22])=[CH:7][CH:8]=1 |f:1.2.3.4.5.6|. Reported procedure: 4.45 g (0.009 mol) of [2-(4-methoxyphenyl)-3,4-dihydro-6-methoxynaphth-1-yl][4-(1-piperidinyl-2-ethoxy) phenyl] methanone was dissolved in 100 mL of THF and 1 g (0.026 mol) of LiAlH4 was carefully added. The reaction mixture was stirred at room temperature and under N2 for eighteen hours. The reaction mixture was evaporated to dryness and 100 mL of water was carefully added. The reaction mixture was extracted twice with 100 mL portions of EtOAc. The combind EtOAc extracts were dried by filterati...